Dataset: the Open Reaction Database (ORD), a public repository of structured organic reaction records. Task: describe an organic reaction: reactants, conditions, products, and yield Reactants: [Br-], CC(C)(C)[O-], c1ccc([P+](c2ccccc2)(c2ccccc2)C2CCCC2)cc1, [K+], C1CCOC1, O=Cc1cccnc1. Yields the product C(=C1CCCC1)c1cccnc1. RXN SMILES: [Br-:1].[CH3:26][C:27]([CH3:28])([O-:29])[CH3:30].[CH:2]1([P+:7]([c:8]2[cH:9][cH:10][cH:11][cH:12][cH:13]2)([c:14]2[cH:15][cH:16][cH:17][cH:18][cH:19]2)[c:20]2[cH:21][cH:22][cH:23][cH:24][cH:25]2)[CH2:3][CH2:4][CH2:5][CH2:6]1.[K+:31].[O:40]1[CH2:41][CH2:42][CH2:43][CH2:44]1.[n:32]1[cH:33][c:34]([CH:38]=[O:39])[cH:35][cH:36][cH:37]1>>[C:2]1(=[CH:38][c:34]2[cH:33][n:32][cH:37][cH:36][cH:35]2)[CH2:3][CH2:4][CH2:5][CH2:6]1. Product: CNC(=O)c1c(-c2ccc(F)cc2)oc2nc3c(cc12)C(C)CN(S(C)(=O)=O)CCN3S(C)(=O)=O. Reactants: C=C1CN(S(C)(=O)=O)CCN(S(C)(=O)=O)c2nc3oc(-c4ccc(F)cc4)c(C(=O)NC)c3cc21, CO, CCOC(C)=O, O[Pd]O. Reaction SMILES: [CH3:1][NH:2][C:3](=[O:4])[c:5]1[c:6](-[c:29]2[cH:30][cH:31][c:32]([F:35])[cH:33][cH:34]2)[o:7][c:8]2[n:9][c:10]3[c:11]([cH:12][c:13]12)[C:14](=[CH2:28])[CH2:15][N:16]([S:24](=[O:25])(=[O:26])[CH3:27])[CH2:17][CH2:18][N:19]3[S:20](=[O:21])(=[O:22])[CH3:23].[CH3:36][OH:37].[CH3:38][CH2:39][O:40][C:41]([CH3:42])=[O:43].[OH:44][Pd:45][OH:46]>>[CH3:1][NH:2][C:3](=[O:4])[c:5]1[c:6](-[c:29]2[cH:30][cH:31][c:32]([F:35])[cH:33][cH:34]2)[o:7][c:8]2[n:9][c:10]3[c:11]([cH:12][c:13]12)[CH:14]([CH3:28])[CH2:15][N:16]([S:24](=[O:25])(=[O:26])[CH3:27])[CH2:17][CH2:18][N:19]3[S:20](=[O:21])(=[O:22])[CH3:23]. Reactants: C(C1=CC=CC=C1)[C@H]1N(CC[C@@H](C1)N(C(C(F)(F)F)=O)CC1=CC=NC2=CC=CC=C12)C(CC1=CC=C(C=C1)Cl)=O ((2R*,4S*)-2-benzyl-1-(4-chlorophenylacetyl)-N-(4-quinolylmethyl)-N-trifluoroacetyl-4-piperidinamine), [BH4-].[Na+] (sodium borohydride). Yields the product C(C1=CC=CC=C1)[C@H]1N(CC[C@@H](C1)NCC1=CC=NC2=CC=CC=C12)C(CC1=CC=C(C=C1)Cl)=O ((2R*,4S*)-2-benzyl-1-(4-chlorophenylacetyl)-N-(4-quinolylmethyl)-4-piperidinamine). Reaction SMILES: [CH2:1]([C@@H:8]1[CH2:13][C@@H:12]([N:14]([CH2:21][C:22]2[C:31]3[C:26](=[CH:27][CH:28]=[CH:29][CH:30]=3)[N:25]=[CH:24][CH:23]=2)C(=O)C(F)(F)F)[CH2:11][CH2:10][N:9]1[C:32](=[O:41])[CH2:33][C:34]1[CH:39]=[CH:38][C:37]([Cl:40])=[CH:36][CH:35]=1)[C:2]1[CH:7]=[CH:6][CH:5]=[CH:4][CH:3]=1.[BH4-].[Na+]>>[CH2:1]([C@@H:8]1[CH2:13][C@@H:12]([NH:14][CH2:21][C:22]2[C:31]3[C:26](=[CH:27][CH:28]=[CH:29][CH:30]=3)[N:25]=[CH:24][CH:23]=2)[CH2:11][CH2:10][N:9]1[C:32](=[O:41])[CH2:33][C:34]1[CH:39]=[CH:38][C:37]([Cl:40])=[CH:36][CH:35]=1)[C:2]1[CH:7]=[CH:6][CH:5]=[CH:4][CH:3]=1 |f:1.2|. Procedure: 256 mg (0.441 mmol) of (2R*,4S*)-2-benzyl-1-(4-chlorophenylacetyl)-N-(4-quinolylmethyl)-N-trifluoroacetyl-4-piperidinamine are reacted with 66 mg (1.76 mmol) of sodium borohydride in analogoy to Example 2. The title compound ##STR35## is obtained as white foam. TLC: methylene chloride/methanol/conc. ammonia (700:50:1) Rf =0.48, FD-MS: M+ =484. Reactants: C(C)(=O)NC=1SC2=C(N1)C(=CC=C2)OC2=CC(=NC=N2)C2=C(C=C(C=C2)C(F)(F)F)NC(=O)C2CCC(N2C(=O)OC(C)(C)C)(C)C (tert-butyl 5-((2-(6-(2-acetamidobenzo[d]thiazol-4-yloxy)pyrimidin-4-yl)-5-(trifluoromethyl)phenyl)carbamoyl)-2,2-dimethylpyrrolidine-1-carboxylate), Example 59 ( g ), C(=O)(C(F)(F)F)O (TFA). The product is C(C)(=O)NC=1SC2=C(N1)C(=CC=C2)OC2=CC(=NC=N2)C2=C(C=C(C=C2)C(F)(F)F)NC(=O)C2NC(CC2)(C)C (N-(2-(6-(2-Acetamidobenzo[d]thiazol-4-yloxy)pyrimidin-4-yl)-5-(trifluoromethyl)phenyl)-5,5-dimethylpyrrolidine-2-carboxamide). Reported procedure: The title compound was prepared by reacting tert-butyl 5-((2-(6-(2-acetamidobenzo[d]thiazol-4-yloxy)pyrimidin-4-yl)-5-(trifluoromethyl)phenyl)carbamoyl)-2,2-dimethylpyrrolidine-1-carboxylate [Example 59 (g)] with TFA under the condition of Example 3(c). MS (ESI, pos. ion.) m/z: 619 (M+1). Reaction SMILES: [C:1]([NH:4][C:5]1[S:6][C:7]2[CH:13]=[CH:12][CH:11]=[C:10]([O:14][C:15]3[N:20]=[CH:19][N:18]=[C:17]([C:21]4[CH:26]=[CH:25][C:24]([C:27]([F:30])([F:29])[F:28])=[CH:23][C:22]=4[NH:31][C:32]([CH:34]4[N:38](C(OC(C)(C)C)=O)[C:37]([CH3:47])([CH3:46])[CH2:36][CH2:35]4)=[O:33])[CH:16]=3)[C:8]=2[N:9]=1)(=[O:3])[CH3:2].C(O)(C(F)(F)F)=O>>[C:1]([NH:4][C:5]1[S:6][C:7]2[CH:13]=[CH:12][CH:11]=[C:10]([O:14][C:15]3[N:20]=[CH:19][N:18]=[C:17]([C:21]4[CH:26]=[CH:25][C:24]([C:27]([F:28])([F:30])[F:29])=[CH:23][C:22]=4[NH:31][C:32]([CH:34]4[CH2:35][CH2:36][C:37]([CH3:47])([CH3:46])[NH:38]4)=[O:33])[CH:16]=3)[C:8]=2[N:9]=1)(=[O:3])[CH3:2]. Starting materials: CC1=C(C=CN=C1C[S+](C=2NC=3C=CC=CC3N2)[O-])OCCCOC (rabeprazole), N1=CNC2=C1C=CC=C2 (benzimidazole), CC1=C(C=CN=C1C[S+](C=2NC=3C=CC=CC3N2)[O-])OCCCOC (rabeprazole), [OH-].[Na+] (sodium hydroxide), GB2004, 2004/063188 A1, sodium hypohalites. Solvent: C(C)OC(C)=O (ethylacetate), N (ammonia). Yields the product CC1=C(C=CN=C1C[S+](C=2NC=3C=CC=CC3N2)[O-])OCCCOC (rabeprazole), CC1=C(C=CN=C1C[S+](C=2[N-]C=3C=CC=CC3N2)[O-])OCCCOC.[Na+] (rabeprazole sodium). RXN SMILES: [CH3:1][C:2]1[C:7]([CH2:8][S+:9]([O-:19])[C:10]2[NH:11][C:12]3[CH:13]=[CH:14][CH:15]=[CH:16][C:17]=3[N:18]=2)=[N:6][CH:5]=[CH:4][C:3]=1[O:20][CH2:21][CH2:22][CH2:23][O:24][CH3:25].N1C2C=CC=CC=2NC=1.[OH-].[Na+:36]>C(OC(=O)C)C.N>[CH3:1][C:2]1[C:7]([CH2:8][S+:9]([O-:19])[C:10]2[NH:11][C:12]3[CH:13]=[CH:14][CH:15]=[CH:16][C:17]=3[N:18]=2)=[N:6][CH:5]=[CH:4][C:3]=1[O:20][CH2:21][CH2:22][CH2:23][O:24][CH3:25].[CH3:1][C:2]1[C:7]([CH2:8][S+:9]([O-:19])[C:10]2[N-:11][C:12]3[CH:13]=[CH:14][CH:15]=[CH:16][C:17]=3[N:18]=2)=[N:6][CH:5]=[CH:4][C:3]=1[O:20][CH2:21][CH2:22][CH2:23][O:24][CH3:25].[Na+:36] |f:2.3,7.8|. Procedure: PCT Application PCT/GB2004/000064 and International Publication Number WO 2004/063188 A1, discloses the preparation of rabeprazole and benzimidazole type of compounds. Accordingly, rabeprazole base is prepared by oxidation using sodium hypohalites and isolated. Rabeprazole sodium is prepared by dissolving rabeprazole base in ethylacetate and methanolic ammonia mixture to which methanolic sodium hydroxide is added. The solvent is distilled and rabeprazole sodium is isolated from ethylacetate and ... Reactants: FC1=C(C=CC(=C1)F)C1=NC(=NC=N1)NC1=CC(=CC=C1)CS(=O)(=O)C (4-(2,4-difluorophenyl)-N-{3-[(methylsulfonyl)methyl]phenyl}-1,3,5-triazin-2-amine), intermediate 42.1, FC1=C(CO)C=CC(=C1F)F (2,3,4-trifluorobenzyl alcohol). Yields the product FC1=CC(=C(C=C1)C1=NC(=NC=N1)NC1=CC(=CC=C1)CS(=O)(=O)C)OCC1=C(C(=C(C=C1)F)F)F (4-{4-Fluoro-2-[(2,3,4-trifluorobenzyl)oxy]phenyl}-N-{3-[(methylsulfonyl)methyl]-phenyl}-1,3,5-triazin-2-amine). Reaction SMILES: F[C:2]1[CH:7]=[C:6]([F:8])[CH:5]=[CH:4][C:3]=1[C:9]1[N:14]=[CH:13][N:12]=[C:11]([NH:15][C:16]2[CH:21]=[CH:20][CH:19]=[C:18]([CH2:22][S:23]([CH3:26])(=[O:25])=[O:24])[CH:17]=2)[N:10]=1.[F:27][C:28]1[C:35]([F:36])=[C:34]([F:37])[CH:33]=[CH:32][C:29]=1[CH2:30][OH:31]>>[F:8][C:6]1[CH:5]=[CH:4][C:3]([C:9]2[N:14]=[CH:13][N:12]=[C:11]([NH:15][C:16]3[CH:21]=[CH:20][CH:19]=[C:18]([CH2:22][S:23]([CH3:26])(=[O:25])=[O:24])[CH:17]=3)[N:10]=2)=[C:2]([O:31][CH2:30][C:29]2[CH:32]=[CH:33][C:34]([F:37])=[C:35]([F:36])[C:28]=2[F:27])[CH:7]=1. Reported procedure: Starting with 4-(2,4-difluorophenyl)-N-{3-[(methylsulfonyl)methyl]phenyl}-1,3,5-triazin-2-amine (70 mg; 0.184 mmol), intermediate 42.1, and 2,3,4-trifluorobenzyl alcohol (119 mg; 0.736 mmol), example 72 was prepared analogously to the procedure for the preparation of example 42.